This data is from the Open Reaction Database (ORD), a public repository of structured organic reaction records. The task is: describe an organic reaction: reactants, conditions, products, and yield The reactants are [Al+3], CC(=O)[O-], CC(=O)[O-], C1CCOC1, CC1(C)CCC=C1B1OC(C)(C)C(C)(C)O1, CCOC(=O)c1ccc(-c2cc(OC)ccc2F)c(C2=CCCC2(C)C)c1, CCOCC, CCOC(=O)c1ccc(-c2cc(OC)ccc2F)c(Cl)c1, [H-], [H-], [H-], [H-], [K+], [K+], [K+], [Li+], [Na+], CN(C)C=O, [OH-], O, O=P([O-])([O-])[O-], [Pd+2]. The product is COc1ccc(F)c(-c2ccc(CO)cc2C2=CCCC2(C)C)c1. As a reaction SMILES: [Al+3:74].[C:102]([O-:103])(=[O:104])[CH3:105].[C:97]([O-:98])(=[O:99])[CH3:100].[CH2:87]1[O:88][CH2:89][CH2:90][CH2:91]1.[CH3:22][C:23]1([CH3:24])[C:25]([B:26]2[O:27][C:28]([CH3:29])([CH3:30])[C:31]([CH3:32])([CH3:33])[O:34]2)=[CH:35][CH2:36][CH2:37]1.[CH3:46][C:47]1([CH3:72])[CH2:48][CH2:49][CH:50]=[C:51]1[c:52]1[c:53](-[c:63]2[c:64]([F:71])[cH:65][cH:66][c:67]([O:69][CH3:70])[cH:68]2)[cH:54][cH:55][c:56]([C:58](=[O:59])[O:60][CH2:61][CH3:62])[cH:57]1.[CH3:92][CH2:93][O:94][CH2:95][CH3:96].[Cl:1][c:2]1[cH:3][c:4]([C:5]([O:6][CH2:7][CH3:8])=[O:9])[cH:10][cH:11][c:12]1-[c:13]1[cH:14][c:15]([O:16][CH3:17])[cH:18][cH:19][c:20]1[F:21].[H-:73].[H-:76].[H-:77].[H-:78].[K+:43].[K+:44].[K+:45].[Li+:75].[Na+:80].[O:81]=[CH:82][N:83]([CH3:84])[CH3:85].[OH-:79].[OH2:86].[P:38]([O-:39])([O-:40])([O-:41])=[O:42].[Pd+2:101]>>[CH3:46][C:47]1([CH3:72])[CH2:48][CH2:49][CH:50]=[C:51]1[c:52]1[c:53](-[c:63]2[c:64]([F:71])[cH:65][cH:66][c:67]([O:69][CH3:70])[cH:68]2)[cH:54][cH:55][c:56]([CH2:58][OH:59])[cH:57]1. Reactants: Cc1ccccc1C(=O)c1cc2c(c(Br)c1O)CCCC2, CC(=O)[O-], CO, [Na+]. The product is Cc1ccccc1C(=O)c1cc2c(cc1O)CCCC2. As a reaction SMILES: [Br:1][c:2]1[c:3]([OH:21])[c:4]([C:12]([c:13]2[c:14]([CH3:19])[cH:15][cH:16][cH:17][cH:18]2)=[O:20])[cH:5][c:6]2[c:11]1[CH2:10][CH2:9][CH2:8][CH2:7]2.[CH3:23][C:24](=[O:25])[O-:26].[CH3:27][OH:28].[Na+:22]>>[cH:2]1[c:3]([OH:21])[c:4]([C:12]([c:13]2[c:14]([CH3:19])[cH:15][cH:16][cH:17][cH:18]2)=[O:20])[cH:5][c:6]2[c:11]1[CH2:10][CH2:9][CH2:8][CH2:7]2.